This data is from the Open Reaction Database (ORD), a public repository of structured organic reaction records. The task is: describe an organic reaction: reactants, conditions, products, and yield The reactants are 42(iv), C(C1=CC=CC=C1)N1C(=NC(=C1C(=O)OC)C(=O)OC)C(C)OC (dimethyl 1-benzyl-2-(1-methoxyethyl)imidazole-4,5-dicarboxylate), Cl (hydrochloride). Yields the product COC(C)C=1NC(=C(N1)C(=O)OC)C(=O)OC (Dimethyl 2-(1-methoxyethyl)imidazole-4,5-dicarboxylate). Reaction SMILES: C([N:8]1[C:12]([C:13]([O:15][CH3:16])=[O:14])=[C:11]([C:17]([O:19][CH3:20])=[O:18])[N:10]=[C:9]1[CH:21]([O:23][CH3:24])[CH3:22])C1C=CC=CC=1.Cl>>[CH3:24][O:23][CH:21]([C:9]1[NH:10][C:11]([C:17]([O:19][CH3:20])=[O:18])=[C:12]([C:13]([O:15][CH3:16])=[O:14])[N:8]=1)[CH3:22]. Procedure: Following a procedure similar to that described in Preparation 42(iv), but using 3.30 g of dimethyl 1-benzyl-2-(1-methoxyethyl)imidazole-4,5-dicarboxylate [prepared as described in step (iii) above], 2.02 g of the hydrochloride of the title compound were obtained as a syrup. The reactants are BrC1=CC=C(C=C1)CC (1-bromo-4-ethylbenzene), C(C)(C)(C)OC(=O)N[C@@H](C)C(=O)N(C)OC (N2-(tert-butoxycarbonyl)-N-methoxy-N-methyl-L-alaninamide), [Mg] (magnesium), II (iodine). The product is C(C)(C)(C)OC(N[C@H](C(=O)C1=CC=C(C=C1)CC)C)=O (tert-Butyl[(1S)-2-(4-ethylphenyl)-1-methyl-2-oxoethyl]carbamate). Procedure details: To a stirred suspension of magnesium turnings (243 mg, 10 mmol) in dry THF (10 ml) was added a solution of 1-bromo-4-ethylbenzene (1.85 g, 10 mmol) in dry THF (10 ml), followed by a small crystal of iodine. The reaction mixture was heated with reflux for 4 h, then cooled to r.t. A solution of N2-(tert-butoxycarbonyl)-N-methoxy-N-methyl-L-alaninamide (464 mg, 2 mmol) in dry THF (15 ml) was added dropwise, and the stirring was continued for 5 h at r.t. Then the reaction mixture was quenched with s... Conditions: time 5 hour. As a reaction SMILES: [Mg].Br[C:3]1[CH:8]=[CH:7][C:6]([CH2:9][CH3:10])=[CH:5][CH:4]=1.II.[C:13]([O:17][C:18]([NH:20][C@H:21]([C:23](N(OC)C)=[O:24])[CH3:22])=[O:19])([CH3:16])([CH3:15])[CH3:14]>C1COCC1>[C:13]([O:17][C:18](=[O:19])[NH:20][C@@H:21]([CH3:22])[C:23]([C:3]1[CH:8]=[CH:7][C:6]([CH2:9][CH3:10])=[CH:5][CH:4]=1)=[O:24])([CH3:16])([CH3:14])[CH3:15]. The solvent is C1CCOC1 (THF), C1CCOC1 (THF), C1CCOC1 (THF). The reactants are OBO, N#Cc1ccc(Br)s1, COc1ccccc1, ClCCl, [Na+], [Na+], O=C([O-])[O-], C1COCCO1, O. Yields the product COc1ccccc1-c1ccc(C#N)s1. Reaction SMILES: [BH:9]([OH:10])[OH:11].[Br:1][c:2]1[cH:3][cH:4][c:5]([C:7]#[N:8])[s:6]1.[CH3:12][O:13][c:14]1[cH:15][cH:16][cH:17][cH:18][cH:19]1.[Cl:26][CH2:27][Cl:28].[Na+:20].[Na+:21].[O-:22][C:23](=[O:24])[O-:25].[O:29]1[CH2:30][CH2:31][O:32][CH2:33][CH2:34]1.[OH2:35]>>[c:2]1(-[c:15]2[c:14]([O:13][CH3:12])[cH:19][cH:18][cH:17][cH:16]2)[cH:3][cH:4][c:5]([C:7]#[N:8])[s:6]1. Starting materials: CCOC(=O)C(C)=Cc1ccccc1[N+](=O)[O-], CO, [Na+], [OH-]. Yields the product CC(=Cc1ccccc1[N+](=O)[O-])C(=O)O. Reaction SMILES: [CH3:1][C:2]([C:3](=[O:4])[O:5][CH2:6][CH3:7])=[CH:8][c:9]1[c:10]([N+:15](=[O:16])[O-:17])[cH:11][cH:12][cH:13][cH:14]1.[CH3:20][OH:21].[Na+:19].[OH-:18]>>[CH3:1][C:2]([C:3](=[O:4])[OH:5])=[CH:8][c:9]1[c:10]([N+:15](=[O:16])[O-:17])[cH:11][cH:12][cH:13][cH:14]1. Reactants: FC(OC1=CC=C(C=C1)NC(=O)C1(CCNCC1)F)(F)F (4-Fluoro-piperidine-4-carboxylic acid (4-trifluoromethoxy-phenyl)-amide), COC1=CC=C(C=C1)S(=O)(=O)Cl (4-methoxybenzenesulfonyl chloride). The solvent is N1=CC=CC=C1 (pyridine). Run at time 24 hour. The product is FC(OC1=CC=C(C=C1)NC(=O)C1(CCN(CC1)S(=O)(=O)C1=CC=C(C=C1)OC)F)(F)F (4-fluoro-1-(4-methoxy-benzenesulfonyl)-piperidine-4-carboxylic acid (4-trifluoromethoxy-phenyl)-amide). Isolated yield 48.6%. Reaction SMILES: [F:1][C:2]([F:21])([F:20])[O:3][C:4]1[CH:9]=[CH:8][C:7]([NH:10][C:11]([C:13]2([F:19])[CH2:18][CH2:17][NH:16][CH2:15][CH2:14]2)=[O:12])=[CH:6][CH:5]=1.[CH3:22][O:23][C:24]1[CH:29]=[CH:28][C:27]([S:30](Cl)(=[O:32])=[O:31])=[CH:26][CH:25]=1>N1C=CC=CC=1>[F:21][C:2]([F:20])([F:1])[O:3][C:4]1[CH:9]=[CH:8][C:7]([NH:10][C:11]([C:13]2([F:19])[CH2:18][CH2:17][N:16]([S:30]([C:27]3[CH:26]=[CH:25][C:24]([O:23][CH3:22])=[CH:29][CH:28]=3)(=[O:32])=[O:31])[CH2:15][CH2:14]2)=[O:12])=[CH:6][CH:5]=1. Reported procedure: 4-Fluoro-piperidine-4-carboxylic acid (4-trifluoromethoxy-phenyl)-amide (0.1 g) and 4-methoxybenzenesulfonyl chloride (0.067 g) were dissolved in pyridine (10 ml) at RT and under an argon atmosphere and stirred for 24 h at RT. The solvent was evaporated off, the residue was absorbed on silica gel and purified by flash chromatography (AcOEt/heptane, gradient from 0 to 25%) to give the desired 4-fluoro-1-(4-methoxy-benzenesulfonyl)-piperidine-4-carboxylic acid (4-trifluoromethoxy-phenyl)-amide (0.... The reactants are ClC1=C(C=CC(=C1)Cl)C1=NC(=NC=C1C=1NC=CN1)CCN (4-(2,4-dichloro-phenyl)-5-imidazol-2-ylpyrimidin-2-ylethylamine), ClC1=CC=C(C(=N1)OCCN(C)C)[N+](=O)[O-] ([2-(6-chloro-3-nitro(2-pyridyloxy))-ethyl]dimethylamine), ClC1=C(C=CC(=C1)Cl)C1=NC(=NC=C1C=1NC=CN1)NCCNC1=NC(=C(C=C1)[N+](=O)[O-])OC ([4-(2,4-dichlorophenyl)-5-imidazol-2-ylpyrimidin-2-yl]{2-[(6-methoxy-5-nitro(2-pyridyl))amino]ethyl}amine). The product is ClC1=C(C=CC(=C1)Cl)C1=NC(=NC=C1C=1NC=CN1)NCCNC1=CC=C(C(=N1)OCCN(C)C)[N+](=O)[O-] ((2-{6-[(2-{[4-(2,4-dichlorophenyl)-5-imidazol-2-ylpyrimidin-2-yl]amino}ethyl)-amino]-3-nitro (2-pyridyloxy)}ethyl)dimethylamine). As a reaction SMILES: ClC1C=C(Cl)C=CC=1C1C(C2NC=CN=2)=CN=C(CCN)N=1.Cl[C:24]1[N:29]=[C:28]([O:30][CH2:31][CH2:32][N:33]([CH3:35])[CH3:34])[C:27]([N+:36]([O-:38])=[O:37])=[CH:26][CH:25]=1.[Cl:39][C:40]1[CH:45]=[C:44]([Cl:46])[CH:43]=[CH:42][C:41]=1[C:47]1[C:52]([C:53]2[NH:54][CH:55]=[CH:56][N:57]=2)=[CH:51][N:50]=[C:49]([NH:58][CH2:59][CH2:60][NH:61]C2C=CC([N+]([O-])=O)=C(OC)N=2)[N:48]=1>>[Cl:39][C:40]1[CH:45]=[C:44]([Cl:46])[CH:43]=[CH:42][C:41]=1[C:47]1[C:52]([C:53]2[NH:57][CH:56]=[CH:55][N:54]=2)=[CH:51][N:50]=[C:49]([NH:58][CH2:59][CH2:60][NH:61][C:24]2[N:29]=[C:28]([O:30][CH2:31][CH2:32][N:33]([CH3:35])[CH3:34])[C:27]([N+:36]([O-:38])=[O:37])=[CH:26][CH:25]=2)[N:48]=1. Procedure details: (2-{6-[(2-{[4-(2,4-dichlorophenyl)-5-imidazol-2-ylpyrimidin-2-yl]amino}ethyl)-amino]-3-nitro (2-pyridyloxy)}ethyl)dimethylamine was prepared from [4-(2,4-dichloro-phenyl)-5-imidazol-2-ylpyrimidin-2-ylethylamine and [2-(6-chloro-3-nitro(2-pyridyloxy))-ethyl]dimethylamine in accordance with the procedure described above for the preparation of [4-(2,4-dichlorophenyl)-5-imidazol-2-ylpyrimidin-2-yl]{2-[(6-methoxy-5-nitro(2-pyridyl))amino]ethyl}amine. The reactants are FC1=CC=C(C=C1)C1=NOC(=C1/C=C/C=1C=C(NN1)C(=O)O)C (5-{(E)-2-[3-(4-fluoro-phenyl)-5-methyl-isoxazol-4-yl]-vinyl}-2H-pyrazole-3-carboxylic acid), N1CCOCC1 (morpholine). The product is FC1=CC=C(C=C1)C1=NOC(=C1/C=C/C=1C=C(NN1)C(=O)N1CCOCC1)C ((5-{(E)-2-[3-(4-Fluoro-phenyl)-5-methyl-isoxazol-4-yl]vinyl}-2H-pyrazol-3-yl)-morpholin-4-yl-methanone). Yield: 33.0%. Reaction SMILES: [F:1][C:2]1[CH:7]=[CH:6][C:5]([C:8]2[C:12](/[CH:13]=[CH:14]/[C:15]3[CH:16]=[C:17]([C:20]([OH:22])=O)[NH:18][N:19]=3)=[C:11]([CH3:23])[O:10][N:9]=2)=[CH:4][CH:3]=1.[NH:24]1[CH2:29][CH2:28][O:27][CH2:26][CH2:25]1>>[F:1][C:2]1[CH:3]=[CH:4][C:5]([C:8]2[C:12](/[CH:13]=[CH:14]/[C:15]3[CH:16]=[C:17]([C:20]([N:24]4[CH2:29][CH2:28][O:27][CH2:26][CH2:25]4)=[O:22])[NH:18][N:19]=3)=[C:11]([CH3:23])[O:10][N:9]=2)=[CH:6][CH:7]=1. Reported procedure: As described for example 131 (step 3), 5-{(E)-2-[3-(4-fluoro-phenyl)-5-methyl-isoxazol-4-yl]-vinyl}-2H-pyrazole-3-carboxylic acid was converted, using morpholine instead of thiomorpholine S,S-dioxide, to the title compound (18 mg, 33%) which was obtained as an off white solid. MS: m/e=383.2 [M+H]+. Reactants: Cl (hydrogen chloride), BrC(C(=O)C1=CC=CC=C1)C (α-bromopropiophenone), COCCN (2-methoxyethylamine). Solvent: CCOCC (ether), CCOCC (ether), CCOCC (ether). Run at time 18 hour. Yields the product Cl.COCCNC(C(=O)C1=CC=CC=C1)C (2-[(2-Methoxyethyl)amino]-1-phenyl-1-propanone, monohydrochloride). RXN SMILES: Br[CH:2]([CH3:11])[C:3]([C:5]1[CH:10]=[CH:9][CH:8]=[CH:7][CH:6]=1)=[O:4].[CH3:12][O:13][CH2:14][CH2:15][NH2:16].[ClH:17]>CCOCC>[ClH:17].[CH3:12][O:13][CH2:14][CH2:15][NH:16][CH:2]([CH3:11])[C:3]([C:5]1[CH:10]=[CH:9][CH:8]=[CH:7][CH:6]=1)=[O:4] |f:4.5|. Reported procedure: A solution of α-bromopropiophenone (2.13 g, 0.010 mole) in ether (10 ml) was added dropwise to a stirred solution of 2-methoxyethylamine (1.50 g, 0.020 mole) in ether (20 ml). The mixture was then stirred at ambient temperature for 18 hr. The ether layer was decanted from an insoluble oil, washed with water (20 ml), and then extracted with 2N hydrochloric acid solution (20 ml). The acid extract was basified to pH 10 with 6N sodium hydroxide solution, and this solution extracted with ether (50 ml... Reactants: CC(C)(C)OC(=O)n1nc(CBr)c2ccccc21, C[Si](C)(C)[N-][Si](C)(C)C, CN(C)C=O, COc1ccc(N(C(=O)CN2C(=O)CC(=O)N(c3ccccc3)c3cc(F)c(F)cc32)C(C)C)cc1, [K+]. The product is COc1ccc(N(C(=O)CN2C(=O)C(Cc3nn(C(=O)OC(C)(C)C)c4ccccc34)C(=O)N(c3ccccc3)c3cc(F)c(F)cc32)C(C)C)cc1. RXN SMILES: [Br:47][CH2:48][c:49]1[n:50][n:51]([C:58](=[O:59])[O:60][C:61]([CH3:62])([CH3:63])[CH3:64])[c:52]2[cH:53][cH:54][cH:55][cH:56][c:57]12.[CH3:37][Si:38]([N-:39][Si:40]([CH3:41])([CH3:42])[CH3:43])([CH3:44])[CH3:45].[CH3:65][N:66]([CH3:67])[CH:68]=[O:69].[F:1][c:2]1[cH:3][c:4]2[c:5]([cH:34][c:35]1[F:36])[N:6]([CH2:19][C:20](=[O:21])[N:22]([c:23]1[cH:24][cH:25][c:26]([O:29][CH3:30])[cH:27][cH:28]1)[CH:31]([CH3:32])[CH3:33])[C:7](=[O:18])[CH2:8][C:9](=[O:17])[N:10]2[c:11]1[cH:12][cH:13][cH:14][cH:15][cH:16]1.[K+:46]>>[F:1][c:2]1[cH:3][c:4]2[c:5]([cH:34][c:35]1[F:36])[N:6]([CH2:19][C:20](=[O:21])[N:22]([c:23]1[cH:24][cH:25][c:26]([O:29][CH3:30])[cH:27][cH:28]1)[CH:31]([CH3:32])[CH3:33])[C:7](=[O:18])[CH:8]([CH2:48][c:49]1[n:50][n:51]([C:58](=[O:59])[O:60][C:61]([CH3:62])([CH3:63])[CH3:64])[c:52]3[cH:53][cH:54][cH:55][cH:56][c:57]13)[C:9](=[O:17])[N:10]2[c:11]1[cH:12][cH:13][cH:14][cH:15][cH:16]1. The reactants are COC(=O)CNc1ccc(-n2cc(-c3ccc(Cl)cc3Cl)nc2Cc2ccc(Br)cc2)cc1, CCC(C)c1ccc(B(O)O)cc1. Yields the product CCC(C)c1ccc(-c2ccc(Cc3nc(-c4ccc(Cl)cc4Cl)cn3-c3ccc(NCC(=O)OC)cc3)cc2)cc1. As a reaction SMILES: [CH3:1][O:2][C:3]([CH2:4][NH:5][c:6]1[cH:7][cH:8][c:9](-[n:12]2[c:13]([CH2:25][c:26]3[cH:27][cH:28][c:29]([Br:32])[cH:30][cH:31]3)[n:14][c:15](-[c:17]3[c:18]([Cl:24])[cH:19][c:20]([Cl:23])[cH:21][cH:22]3)[cH:16]2)[cH:10][cH:11]1)=[O:33].[CH:34]([CH3:35])([CH2:36][CH3:37])[c:38]1[cH:39][cH:40][c:41]([B:44]([OH:45])[OH:46])[cH:42][cH:43]1>>[CH3:1][O:2][C:3]([CH2:4][NH:5][c:6]1[cH:7][cH:8][c:9](-[n:12]2[c:13]([CH2:25][c:26]3[cH:27][cH:28][c:29](-[c:41]4[cH:40][cH:39][c:38]([CH:34]([CH3:35])[CH2:36][CH3:37])[cH:43][cH:42]4)[cH:30][cH:31]3)[n:14][c:15](-[c:17]3[c:18]([Cl:24])[cH:19][c:20]([Cl:23])[cH:21][cH:22]3)[cH:16]2)[cH:10][cH:11]1)=[O:33].